Task: describe an organic reaction: reactants, conditions, products, and yield. Dataset: the Open Reaction Database (ORD), a public repository of structured organic reaction records Reactants: NC1=CC(=C(C(=O)NCC2CN(CCO2)CC2CCN(CC2)C(=O)OC(C)(C)C)C=C1Cl)OC (4-amino-N-[{4-[(1-(tert-butoxycarbonyl)-4-piperidinyl)methyl]-2-morpholinyl}-methyl]-5-chloro-2-methoxybenzamide), NC1=C(C=C(C=2OCCC21)C(=O)O)Cl (4-amino-5-chloro-2,3-dihydrobenzo[b]furan-7-carboxylic acid). The product is NC1=C(C=C(C=2OCCC21)C(=O)NCC2CN(CCO2)CC2CCN(CC2)C(=O)OC(C)(C)C)Cl (4-amino-N-[{4-[(1-(tert-butoxycarbonyl)-4-piperidinyl)methyl]-2-morpholinyl}-methyl]-5-chloro-2,3-dihydrobenzo[b]furan-7-carboxamide). RXN SMILES: [NH2:1][C:2]1[C:31]([Cl:32])=[CH:30][C:5]([C:6]([NH:8][CH2:9][CH:10]2[O:15][CH2:14][CH2:13][N:12]([CH2:16][CH:17]3[CH2:22][CH2:21][N:20]([C:23]([O:25][C:26]([CH3:29])([CH3:28])[CH3:27])=[O:24])[CH2:19][CH2:18]3)[CH2:11]2)=[O:7])=[C:4]([O:33][CH3:34])[CH:3]=1.N[C:36]1C2CCOC=2C(C(O)=O)=CC=1Cl>>[NH2:1][C:2]1[C:3]2[CH2:36][CH2:34][O:33][C:4]=2[C:5]([C:6]([NH:8][CH2:9][CH:10]2[O:15][CH2:14][CH2:13][N:12]([CH2:16][CH:17]3[CH2:18][CH2:19][N:20]([C:23]([O:25][C:26]([CH3:29])([CH3:28])[CH3:27])=[O:24])[CH2:21][CH2:22]3)[CH2:11]2)=[O:7])=[CH:30][C:31]=1[Cl:32]. Procedure: In place of 4-amino-5-chloro-2-methoxybenzoic acid of Example 1, 4-amino-5-chloro-2,3-dihydrobenzo[b]furan-7-carboxylic acid was treated in the similar manner to Example 1 to give the titled compound as an amorphous solid. Starting materials: IC1=C(C(C(=O)O)=CC(=C1)I)O (3,5-diiodosalicylic acid), NC1=CC=C(C=C1)C(=C)C1=CC=CC=C1 (1-(4-aminophenyl)-1-phenylethylene), P(Cl)(Cl)Cl (phosphorus trichloride). The solvent is C(Cl)Cl (methylene chloride), ClC1=CC=CC=C1 (chlorobenzene). The product is C1(=CC=CC=C1)C(=C)C1=CC=C(C=C1)NC(C1=C(C(=CC(=C1)I)I)O)=O (N-[4-(1-phenylethenyl)phenyl] -2-hydroxy-3,5-diiodobenzamide). The yield is 43.2%. As a reaction SMILES: [I:1][C:2]1[CH:10]=[C:9]([I:11])[CH:8]=[C:4]([C:5]([OH:7])=O)[C:3]=1[OH:12].[NH2:13][C:14]1[CH:19]=[CH:18][C:17]([C:20]([C:22]2[CH:27]=[CH:26][CH:25]=[CH:24][CH:23]=2)=[CH2:21])=[CH:16][CH:15]=1.P(Cl)(Cl)Cl>ClC1C=CC=CC=1.C(Cl)Cl>[C:22]1([C:20]([C:17]2[CH:16]=[CH:15][C:14]([NH:13][C:5](=[O:7])[C:4]3[CH:8]=[C:9]([I:11])[CH:10]=[C:2]([I:1])[C:3]=3[OH:12])=[CH:19][CH:18]=2)=[CH2:21])[CH:23]=[CH:24][CH:25]=[CH:26][CH:27]=1. Reported procedure: To a refluxing solution of 7.9 g (0.02 mole) of 3,5-diiodosalicylic acid and 4.6 g (0.02 mole) of 1-(4-aminophenyl)-1-phenylethylene in 125 ml of chlorobenzene was added 3 g (0.022 mole) of phosphorus trichloride over a 1 hour period. The resulting mixture was refluxed for 2 hours, cooled, diluted with 100 ml of methylene chloride. The organic phase was washed with 250 ml of water and dried. The extract was evaporated to dryness. After redissolving the residue in minimum amount of methylene chlo... Reactants: C(O)([O-])=O.[Na+] (sodium hydrogen carbonate), C(OCC)(=O)Cl (ethyl chlorocarbonate), ClC=1C=C(C2=C(NC(CO2)=O)C1)C(=O)O (6-chloro-3,4-dihydro-3-oxo-2H-1,4-benzoxazine-8-carboxylic acid), resultant mixture, NC1CCN(CC1)CCC1=CC=CC=C1 (4-amino-1-(2-phenylethyl)piperidine). Solvent: C(C)(=O)OCC (ethyl acetate), C(C)N(CC)CC (triethylamine), O1CCCC1 (tetrahydrofuran), CN(C=O)C (dimethylformamide). Product: ClC=1C=C(C2=C(NC(CO2)=O)C1)C(=O)NC1CCN(CC1)CCC1=CC=CC=C1 (6-chloro-3,4-dihydro-3-oxo-N-[1-(2-phenylethyl)-4-piperidyl]-2H-1,4-benzoxazine-8-carboxamide). As a reaction SMILES: [Cl:1][C:2]1[CH:3]=[C:4]([C:13]([OH:15])=O)[C:5]2[O:10][CH2:9][C:8](=[O:11])[NH:7][C:6]=2[CH:12]=1.C(Cl)(=O)OCC.[NH2:22][CH:23]1[CH2:28][CH2:27][N:26]([CH2:29][CH2:30][C:31]2[CH:36]=[CH:35][CH:34]=[CH:33][CH:32]=2)[CH2:25][CH2:24]1.C(=O)([O-])O.[Na+]>O1CCCC1.CN(C)C=O.C(OCC)(=O)C.C(N(CC)CC)C>[Cl:1][C:2]1[CH:3]=[C:4]([C:13]([NH:22][CH:23]2[CH2:28][CH2:27][N:26]([CH2:29][CH2:30][C:31]3[CH:36]=[CH:35][CH:34]=[CH:33][CH:32]=3)[CH2:25][CH2:24]2)=[O:15])[C:5]2[O:10][CH2:9][C:8](=[O:11])[NH:7][C:6]=2[CH:12]=1 |f:3.4|. Procedure details: A solution of 4.56 g of 6-chloro-3,4-dihydro-3-oxo-2H-1,4-benzoxazine-8-carboxylic acid in 100 ml of tetrahydrofuran and 10 ml of dimethylformamide is cooled to below 0° C. and 2.2 ml of triethylamine is added under stirring thereto. Further, 2.3 g of ethyl chlorocarbonate is added and the mixture is stirred at a temperature below 5° C. for an hour. To the resultant mixture is added 4.2 g of 4-amino-1-(2-phenylethyl)piperidine and the mixture stirred for 4 hours. After completion of the reaction... Reactants: [Al+3], CCOC(=O)c1sc(C)nc1-c1ccc(F)cc1, [H-], [H-], [H-], [H-], [Li+], [Na+], C1CCOC1, [OH-], O. Product: Cc1nc(-c2ccc(F)cc2)c(CO)s1. RXN SMILES: [Al+3:20].[F:1][c:2]1[cH:3][cH:4][c:5](-[c:8]2[n:9][c:10]([CH3:18])[s:11][c:12]2[C:13](=[O:14])[O:15][CH2:16][CH3:17])[cH:6][cH:7]1.[H-:19].[H-:22].[H-:23].[H-:24].[Li+:21].[Na+:27].[O:28]1[CH2:29][CH2:30][CH2:31][CH2:32]1.[OH-:26].[OH2:25]>>[F:1][c:2]1[cH:3][cH:4][c:5](-[c:8]2[n:9][c:10]([CH3:18])[s:11][c:12]2[CH2:13][OH:14])[cH:6][cH:7]1. The reactants are O (Water), C(CCC)[Li] (n-Butyllithium), COC1=C(C=C(C2=CC=CC=C12)OC)CO (1,4-Dimethoxy-2-hydroxymethylnaphthalene), CI (Methyl iodide). Solvent: C1CCOC1 (THF). Run at time 1 hour. The product is COC1=C(C(=C(C2=CC=CC=C12)OC)C)CO (1,4-Dimethoxy-3-methyl-2-hydroxymethylnaphthalene). Isolated yield 57.3%. As a reaction SMILES: [CH2:1]([Li])CCC.[CH3:6][O:7][C:8]1[C:17]2[C:12](=[CH:13][CH:14]=[CH:15][CH:16]=2)[C:11]([O:18][CH3:19])=[CH:10][C:9]=1[CH2:20][OH:21].CI.O>C1COCC1>[CH3:6][O:7][C:8]1[C:17]2[C:12](=[CH:13][CH:14]=[CH:15][CH:16]=2)[C:11]([O:18][CH3:19])=[C:10]([CH3:1])[C:9]=1[CH2:20][OH:21]. Reported procedure: n-Butyllithium (7.3 mL, 18.3 mmol, 2.5 M in hexanes) was added dropwise via syringe to a solution of 23a (1.00 g, 4.58 mmol) in THF (30 mL) at −78° C. under argon. The solution was slowly warmed to room temperature and stirred for 1 h. Methyl iodide (0.34 mL, 5.50 mmol) was added dropwise and the solution was stirred for 20 min. Water (8 mL) was added and the mixture was extracted with EtOAc (4×). The combined organic layers were dried (MgSO4), filtered and evaporated. Column chromatography of t...